From a dataset of the Open Reaction Database (ORD), a public repository of structured organic reaction records. describe an organic reaction: reactants, conditions, products, and yield Starting materials: CC#CCOc1ccc(S(=O)(=O)C2(C(=O)OC)CCN(C(=O)N3CCCC3)CC2)cc1, CO, [Na+], C1CCOC1, [OH-]. The product is CC#CCOc1ccc(S(=O)(=O)C2(C(=O)O)CCN(C(=O)N3CCCC3)CC2)cc1. As a reaction SMILES: [CH3:1][O:2][C:3](=[O:4])[C:5]1([S:18](=[O:19])(=[O:20])[c:21]2[cH:22][cH:23][c:24]([O:27][CH2:28][C:29]#[C:30][CH3:31])[cH:25][cH:26]2)[CH2:6][CH2:7][N:8]([C:11](=[O:12])[N:13]2[CH2:14][CH2:15][CH2:16][CH2:17]2)[CH2:9][CH2:10]1.[CH3:34][OH:35].[Na+:33].[O:36]1[CH2:37][CH2:38][CH2:39][CH2:40]1.[OH-:32]>>[O:2]=[C:3]([OH:4])[C:5]1([S:18](=[O:19])(=[O:20])[c:21]2[cH:22][cH:23][c:24]([O:27][CH2:28][C:29]#[C:30][CH3:31])[cH:25][cH:26]2)[CH2:6][CH2:7][N:8]([C:11](=[O:12])[N:13]2[CH2:14][CH2:15][CH2:16][CH2:17]2)[CH2:9][CH2:10]1.